This data is from the Open Reaction Database (ORD), a public repository of structured organic reaction records. The task is: describe an organic reaction: reactants, conditions, products, and yield Starting materials: C[C@H]1C[C@@H]([C@@H]([C@@H]2[C@@H]1[C@]\3([C@@H](C=C2)/C(=C\C[C@@H](/C(=C/[C@@H]4[C@H](CC(=CC45C(=O)/C(=C3\O)/C(=O)O5)C=O)O)/C)O[C@H]6C[C@]([C@H]([C@H](O6)C)NC(=O)OC)(C)[N+](=O)[O-])/C)C)O[C@H]7C[C@H]([C@H]([C@@H](O7)C)OC(=O)C)O[C@H]8CC[C@H]([C@@H](O8)C)O[C@H]9C[C@H]([C@H]([C@@H](O9)C)O[C@H]1CC[C@H]([C@@H](O1)C)O)O)C (DC-11). Run in C(C)(=O)OCC (ethyl acetate). The product is O=CCC[C@@H](O)[C@@H](O)C (L-amicetose), O=CC[C@@H](O)[C@@H](O)[C@@H](O)C (L-digitoxose). RXN SMILES: C[C@@H]1[C@H]2[C@@]3(C)[C@H](C(C)=CC[C@H](O[C@@H]4O[C@H](C)[C@H](NC(OC)=O)[C@]([N+]([O-])=O)(C)C4)C(C)=C[C@H]4[C:23]5([O:31]C(=O)[C:26](=C3O)[C:24]5=[O:25])[CH:22]=[C:21]([CH:32]=[O:33])C[C@@H]4O)C=C[C@@H]2[C@@H]([O:55][C@@H:56]2[O:61][C@@H:60]([CH3:62])[C@H:59]([O:63]C(C)=O)[C@H:58]([O:67][C@@H]3O[C@@H](C)[C@H](O[C@@H]4O[C@@H](C)[C@H](O[C@@H]5O[C@@H](C)[C@H](O)CC5)[C@H](O)C4)CC3)[CH2:57]2)[C@@H](C)C1>C(OCC)(=O)C>[O:33]=[CH:32][CH2:21][CH2:22][C@H:23]([C@H:24]([CH3:26])[OH:25])[OH:31].[O:55]=[CH:56][CH2:57][C@H:58]([C@H:59]([C@H:60]([CH3:62])[OH:61])[OH:63])[OH:67]. Procedure: The forementioned studies involved obtaining tetrocarcin A by dissolving DC-11 in ethyl acetate, washing the solution with dilute hydrochloric acid and subjecting the resulting solution to column chromatography using silica gel. The resulting tetrocarcin A is subjected to hydrolysis to obtain L-amicetose, L-digitoxose and a compound represented by the following formula: ##STR2## Based on the physicochemical properties of tetrocarcin A, DC-11 and antlermicin A (the free form of which is considere...